This data is from the Open Reaction Database (ORD), a public repository of structured organic reaction records. The task is: describe an organic reaction: reactants, conditions, products, and yield Starting materials: BrCc1ccccc1, O=C([O-])[O-], CO, [K+], [K+], COC(=O)C1CCC(N)C1. Yields the product COC(=O)C1CCC(NCc2ccccc2)C1. As a reaction SMILES: [Br:17][CH2:18][c:19]1[cH:20][cH:21][cH:22][cH:23][cH:24]1.[C:1](=[O:2])([O-:3])[O-:4].[CH3:25][OH:26].[K+:5].[K+:6].[NH2:7][CH:8]1[CH2:9][CH:10]([C:13](=[O:14])[O:15][CH3:16])[CH2:11][CH2:12]1>>[NH:7]([CH:8]1[CH2:9][CH:10]([C:13](=[O:14])[O:15][CH3:16])[CH2:11][CH2:12]1)[CH2:18][c:19]1[cH:20][cH:21][cH:22][cH:23][cH:24]1. Starting materials: N-acetic acid ethyl acetate, C(C)(C)OC(=O)C=1N=CC=2N(C3=CC=C(C=C3C2C1COC)O[Si](C(C)C)(C(C)C)C(C)C)S(=O)(=O)C1=CC=C(C)C=C1 (4-methoxymethyl-9-tosyl-6-triisopropylsilyloxy-beta-carboline-3-carboxylic acid isopropyl ester), C1(=CC=CC=C1)[Li] (phenyllithium), O1CCCC1 (tetrahydrofuran). Run in CCOCC.CCCCCC (ether hexane). Run at temperature -60 celsius, time 1 hour. The product is C(C1=CC=CC=C1)OC=1N=CC=2NC3=CC=C(C=C3C2C1COC)O[Si](C(C)C)(C(C)C)C(C)C (3-Benzoxy-4-methoxymethyl-6-triisoproylsilyloxy-beta-carboline). Reaction SMILES: C(OC([C:7]1[N:8]=[CH:9][C:10]2[N:11](S(C3C=CC(C)=CC=3)(=O)=O)[C:12]3[C:17]([C:18]=2[C:19]=1[CH2:20][O:21][CH3:22])=[CH:16][C:15]([O:23][Si:24]([CH:31]([CH3:33])[CH3:32])([CH:28]([CH3:30])[CH3:29])[CH:25]([CH3:27])[CH3:26])=[CH:14][CH:13]=3)=O)(C)C.[C:44]1([Li])[CH:49]=[CH:48][CH:47]=[CH:46][CH:45]=1.[O:51]1CCC[CH2:52]1>CCOCC.CCCCCC>[CH2:52]([O:51][C:7]1[N:8]=[CH:9][C:10]2[NH:11][C:12]3[C:17]([C:18]=2[C:19]=1[CH2:20][O:21][CH3:22])=[CH:16][C:15]([O:23][Si:24]([CH:31]([CH3:33])[CH3:32])([CH:28]([CH3:30])[CH3:29])[CH:25]([CH3:26])[CH3:27])=[CH:14][CH:13]=3)[C:44]1[CH:49]=[CH:48][CH:47]=[CH:46][CH:45]=1 |f:3.4|. Reported procedure: A solution of 230 mg of 4-methoxymethyl-9-tosyl-6-triisopropylsilyloxy-beta-carboline-3-carboxylic acid isopropyl ester in 3.5 ml of absolute tetrahydrofuran was mixed at -60° C. under argon with 0.38 ml of a 1.08 molar phenyllithium solution in ether/hexane, stirred for 1 hour at -60° C. and heated slowly to room temperature. After 16 hours of standing at room temperature, the reaction mixture was mixed with N-acetic acid/ethyl acetate, the ethyl acetate phase was washed with water and saturate... The reactants are CC(=O)OC(C)=O, O=CO, CCOC(OCC)OCC. Product: CCOC(OCC)OC(C)=O. RXN SMILES: [CH3:1][C:2](=[O:3])[O:4][C:5](=[O:6])[CH3:7].[CH:18]([OH:19])=[O:20].[CH:8]([O:9][CH2:10][CH3:11])([O:12][CH2:13][CH3:14])[O:15][CH2:16][CH3:17]>>[O:3]=[C:10]([O:9][CH:8]([O:12][CH2:13][CH3:14])[O:15][CH2:16][CH3:17])[CH3:11]. Starting materials: CCI, [K+], [K+], O=C([O-])[O-], CN(C)C=O, CCN(CC)c1ccc(C=O)c(O)c1. The product is CCOc1cc(N(CC)CC)ccc1C=O. Reaction SMILES: [CH2:21]([CH3:22])[I:23].[K+:15].[K+:16].[O-:17][C:18]([O-:19])=[O:20].[O:24]=[CH:25][N:26]([CH3:27])[CH3:28].[OH:1][c:2]1[c:3]([CH:4]=[O:5])[cH:6][cH:7][c:8]([N:10]([CH2:11][CH3:12])[CH2:13][CH3:14])[cH:9]1>>[O:1]([c:2]1[c:3]([CH:4]=[O:5])[cH:6][cH:7][c:8]([N:10]([CH2:11][CH3:12])[CH2:13][CH3:14])[cH:9]1)[CH2:21][CH3:22]. Procedure: A solution of 0.95 g (2.79 mmol) of the product from Example 4 was stirred in 40 mL trifluoroacetic acid at room temperature overnight. The solution was evaporated to an oil which was triturated with ether to afford 0.46 g (58%) of a solid. m.p. 187°-188° C. 1H NMR (CDCl3) δ4.05 (3H, s), 5.5 (NH2), 7.95 (1H, d, J=8 Hz), 8.35 (1H, d, J=8 Hz); IR (mineral oil) 3390, 3280, 1725, 1340, 1140 cm-1. The product is NS(=O)(=O)C1=NC(=CC=C1C(=O)OC)C(F)(F)F (methyl 2-(aminosulfonyl)-6-(trifluoromethyl)-3-pyridinecarboxylate). Starting materials: CC(C)(C)NS(=O)(=O)C1=NC(=CC=C1C(=O)OC)C(F)(F)F (methyl 2-[[(1,1-dimethylethyl)amino]-sulfonyl]-6-(trifluoromethyl)-3-pyridinecarboxylate). RXN SMILES: CC([NH:5][S:6]([C:9]1[C:14]([C:15]([O:17][CH3:18])=[O:16])=[CH:13][CH:12]=[C:11]([C:19]([F:22])([F:21])[F:20])[N:10]=1)(=[O:8])=[O:7])(C)C>FC(F)(F)C(O)=O>[NH2:5][S:6]([C:9]1[C:14]([C:15]([O:17][CH3:18])=[O:16])=[CH:13][CH:12]=[C:11]([C:19]([F:21])([F:22])[F:20])[N:10]=1)(=[O:7])=[O:8]. Yield: 58.0%. Run in FC(C(=O)O)(F)F (trifluoroacetic acid). Reactants: C(C(O)C(O)C(=O)O)(=O)O (tartaric acid), [Zn].[Co] (cobalt-zinc). The reagents and catalysts are [Ni] (nickel). RXN SMILES: [C:1]([OH:10])(=O)[CH:2]([CH:4]([C:6]([OH:8])=[O:7])[OH:5])[OH:3].[Zn:11].[Co:12]>[Ni]>[Zn:11].[Co:12].[O:7]=[C:6]([OH:8])[C@@H:4]([C@H:2]([C@@H:1]([C@@H:2]([CH2:1][OH:10])[OH:3])[OH:10])[OH:3])[OH:5] |f:1.2,4.5|. Product: [Zn].[Co] (cobalt-zinc), O=C([C@H](O)[C@@H](O)[C@H](O)[C@H](O)CO)O (gluconic acid). Procedure details: An aqueous cobalt-zinc electrolyte is prepared as in Example 7 but containing 50 g/l tartaric acid instead of sodium glucoheptonate. A nickel plated S-shaped steel panel is plated for 10 minutes at 15 ASF in accordance with the conditions of Example 2. The resultant cobalt-zinc electrodeposit is observed as being more gray in color than that obtained in accordance with Example 6 employing gluconic acid alone. The addition of 10 g/l of citric acid in combination with the 50 g/l tartaric acid foll... Yield: 80.0%. The reactants are C(C=C)OC1=C(C=CC=C1)F (o-fluorophenyl allyl ether), FC1=C(C=CC=C1)O (o-fluorophenol), C(C=C)Br (allyl bromide). Reported procedure: Other workers have prepared o-fluorophenyl allyl ether in a 90.5-93% yield from o-fluorophenol and allyl bromide. Thereafter using a thermal Claisen rearrangement of the ether gave 6-allyl-2-fluorophenol in an 80% yield. However, attempts to oxidize this last named compound to 3-fluorosalicylaldehyde using dichromate solutions gave no reproducible results, i.e., a 55% yield from the first experiment but less than 5% in subsequent runs. Run in CCOCC (ether). Yields the product C(C=C)C1=CC=CC(=C1O)F (6-allyl-2-fluorophenol). RXN SMILES: C([O:4][C:5]1[CH:10]=[CH:9][CH:8]=[CH:7][C:6]=1[F:11])C=C.F[C:13]1[CH:18]=CC=C[C:14]=1O.C(Br)C=C>CCOCC>[CH2:18]([C:10]1[C:5]([OH:4])=[C:6]([F:11])[CH:7]=[CH:8][CH:9]=1)[CH:13]=[CH2:14].